This data is from the Open Reaction Database (ORD), a public repository of structured organic reaction records. The task is: describe an organic reaction: reactants, conditions, products, and yield Reactants: Brc1cnc(NC2CCCNC2)nc1, Cc1ccc(-c2ccccc2C(=O)O)cc1C. Yields the product Cc1ccc(-c2ccccc2C(=O)N2CCCC(Nc3ncc(Br)cn3)C2)cc1C. As a reaction SMILES: [Br:18][c:19]1[cH:20][n:21][c:22]([NH:25][CH:26]2[CH2:27][NH:28][CH2:29][CH2:30][CH2:31]2)[n:23][cH:24]1.[CH3:1][c:2]1[cH:3][c:4](-[c:9]2[c:10]([C:15](=[O:16])[OH:17])[cH:11][cH:12][cH:13][cH:14]2)[cH:5][cH:6][c:7]1[CH3:8]>>[CH3:1][c:2]1[cH:3][c:4](-[c:9]2[c:10]([C:15](=[O:17])[N:28]3[CH2:27][CH:26]([NH:25][c:22]4[n:21][cH:20][c:19]([Br:18])[cH:24][n:23]4)[CH2:31][CH2:30][CH2:29]3)[cH:11][cH:12][cH:13][cH:14]2)[cH:5][cH:6][c:7]1[CH3:8]. Reactants: O=C(CSC=1C=C(C=CC1)CC(=O)O)C ([3-(2-oxo-propylsulfanyl)-phenyl]-acetic acid), Cl.ClC1=C(C=CC=C1)NN (2-chlorophenylhydrazine hydrochloride). The product is ClC=1C=CC=C2C(=C(NC12)C)SC=1C=C(C=CC1)CC(=O)O ([3-(7-Chloro-2-methyl-1H-indol-3-ylsulfanyl)-phenyl]-acetic acid). RXN SMILES: O=[C:2]([CH3:15])[CH2:3][S:4][C:5]1[CH:6]=[C:7]([CH2:11][C:12]([OH:14])=[O:13])[CH:8]=[CH:9][CH:10]=1.Cl.[Cl:17][C:18]1[CH:23]=[CH:22][CH:21]=[CH:20][C:19]=1[NH:24]N>>[Cl:17][C:18]1[CH:23]=[CH:22][CH:21]=[C:20]2[C:19]=1[NH:24][C:2]([CH3:15])=[C:3]2[S:4][C:5]1[CH:6]=[C:7]([CH2:11][C:12]([OH:14])=[O:13])[CH:8]=[CH:9][CH:10]=1 |f:1.2|. Reported procedure: Prepared according to the procedure described in Example 2, Step 1, using the following starting materials: [3-(2-oxo-propylsulfanyl)-phenyl]-acetic acid and 2-chlorophenylhydrazine hydrochloride. Starting materials: [Si](C)(C)(C(C)(C)C)OCCCCCC(=O)OCC (Ethyl 6-((tert-butyldimethylsilyl)oxy)hexanoate), COP(OC)(=O)CC(CC(CCC)O[Si](C)(C)C(C)(C)C)=O (Dimethyl(4-((tert-butyldimethylsilyl)oxy)-2-oxoheptyl)phosphonate). The product is COP(OC)(=O)CC(C(CCCC)O[Si](C)(C)C(C)(C)C)=O (Dimethyl(3-((tert-butyldimethylsilyl)oxy)-2-oxoheptyl)phosphonate). Yield: 60.0%. Reaction SMILES: [Si:1]([O:8][CH2:9][CH2:10][CH2:11][CH2:12][CH2:13]C(OCC)=O)([C:4]([CH3:7])([CH3:6])[CH3:5])([CH3:3])[CH3:2].[CH3:19][O:20][P:21]([CH2:25][C:26](=[O:40])CC(O[Si](C(C)(C)C)(C)C)CCC)(=[O:24])[O:22][CH3:23]>>[CH3:19][O:20][P:21]([CH2:25][C:26](=[O:40])[CH:9]([O:8][Si:1]([C:4]([CH3:5])([CH3:6])[CH3:7])([CH3:2])[CH3:3])[CH2:10][CH2:11][CH2:12][CH3:13])(=[O:24])[O:22][CH3:23]. Procedure details: Dimethyl(3-((tert-butyldimethylsilyl)oxy)-2-oxoheptyl)phosphonate 9 (1.55 g) was prepared in 60% yield using compound 8 according to the procedures described for compound 3 (see Schemes 1-3). Procedure: A solution of TBAF in 1 M-THF (1 mL, 1.00 mmol) was added to 5 mL of a solution of crude tert-butyldimethyl-[2-(2-phenyl-[1,3]dioxan-5-yloxy)ethoxy]silane (343 mg, 1.01 mmol) obtained in Step A in THF, and the mixture was stirred at room temperature for 16 hours. Aqueous saturated ammonium chloride was added to the mixture, followed by extraction with ethyl acetate. The extract was washed with saturated saline and then dried over anhydrous sodium sulfate, and the solvent was evaporated under red... Solvent: C1CCOC1 (THF), C1CCOC1 (THF). Reaction SMILES: CCCC[N+](CCCC)(CCCC)CCCC.[F-].C([Si](C)(C)[O:24][CH2:25][CH2:26][O:27][CH:28]1[CH2:33][O:32][CH:31]([C:34]2[CH:39]=[CH:38][CH:37]=[CH:36][CH:35]=2)[O:30][CH2:29]1)(C)(C)C.[Cl-].[NH4+]>C1COCC1>[C:34]1([CH:31]2[O:32][CH2:33][CH:28]([O:27][CH2:26][CH2:25][OH:24])[CH2:29][O:30]2)[CH:35]=[CH:36][CH:37]=[CH:38][CH:39]=1 |f:0.1,3.4|. Run at time 16 hour. Isolated yield 17.2%. Product: C1(=CC=CC=C1)C1OCC(CO1)OCCO (2-(2-phenyl-[1,3]dioxan-5-yloxy)ethanol). Reactants: CCCC[N+](CCCC)(CCCC)CCCC.[F-] (TBAF), solution, C(C)(C)(C)[Si](OCCOC1COC(OC1)C1=CC=CC=C1)(C)C (tert-butyldimethyl-[2-(2-phenyl-[1,3]dioxan-5-yloxy)ethoxy]silane), [Cl-].[NH4+] (ammonium chloride). Starting materials: C1CCOC1, CO, NN, Cn1nccc1-c1ccc(C(=O)NC(Cc2ccccc2C(F)(F)F)CN2C(=O)c3ccccc3C2=O)cc1F. Product: Cn1nccc1-c1ccc(C(=O)NC(CN)Cc2ccccc2C(F)(F)F)cc1F. Reaction SMILES: [CH2:45]1[O:46][CH2:47][CH2:48][CH2:49]1.[CH3:43][OH:44].[NH2:41][NH2:42].[O:1]=[C:2]1[N:3]([CH2:12][CH:13]([CH2:14][c:15]2[c:16]([C:21]([F:22])([F:23])[F:24])[cH:17][cH:18][cH:19][cH:20]2)[NH:25][C:26]([c:27]2[cH:28][c:29]([F:39])[c:30](-[c:33]3[cH:34][cH:35][n:36][n:37]3[CH3:38])[cH:31][cH:32]2)=[O:40])[C:10](=[O:11])[c:5]2[c:4]1[cH:9][cH:8][cH:7][cH:6]2>>[NH2:3][CH2:12][CH:13]([CH2:14][c:15]1[c:16]([C:21]([F:22])([F:23])[F:24])[cH:17][cH:18][cH:19][cH:20]1)[NH:25][C:26]([c:27]1[cH:28][c:29]([F:39])[c:30](-[c:33]2[cH:34][cH:35][n:36][n:37]2[CH3:38])[cH:31][cH:32]1)=[O:40]. Reactants: BrC1=CC2=C(N(C(N2C)=O)C)C=C1 (5-Bromo-1,3-dimethyl-1,3-dihydro-benzoimidazol-2-one), N1=CC(=CC=C1)B(O)O (3-pyridyl boronic acid), C(=O)([O-])[O-].[Na+].[Na+] (Na2CO3). Reagents/catalysts: C=1C=CC(=CC1)[P](C=2C=CC=CC2)(C=3C=CC=CC3)[Pd]([P](C=4C=CC=CC4)(C=5C=CC=CC5)C=6C=CC=CC6)([P](C=7C=CC=CC7)(C=8C=CC=CC8)C=9C=CC=CC9)[P](C=1C=CC=CC1)(C=1C=CC=CC1)C=1C=CC=CC1 (Pd(PPh3)4). The solvent is COCCOC (DME). Yields the product CN1C(N(C2=C1C=CC(=C2)C=2C=NC=CC2)C)=O (1,3-Dimethyl-5-pyridin-3-yl-1,3-dihydro-benzoimidazol-2-one). The yield is 31.8%. RXN SMILES: Br[C:2]1[CH:13]=[CH:12][C:5]2[N:6]([CH3:11])[C:7](=[O:10])[N:8]([CH3:9])[C:4]=2[CH:3]=1.[N:14]1[CH:19]=[CH:18][CH:17]=[C:16](B(O)O)[CH:15]=1.C([O-])([O-])=O.[Na+].[Na+]>COCCOC.C1C=CC([P]([Pd]([P](C2C=CC=CC=2)(C2C=CC=CC=2)C2C=CC=CC=2)([P](C2C=CC=CC=2)(C2C=CC=CC=2)C2C=CC=CC=2)[P](C2C=CC=CC=2)(C2C=CC=CC=2)C2C=CC=CC=2)(C2C=CC=CC=2)C2C=CC=CC=2)=CC=1>[CH3:11][N:6]1[C:5]2[CH:12]=[CH:13][C:2]([C:16]3[CH:15]=[N:14][CH:19]=[CH:18][CH:17]=3)=[CH:3][C:4]=2[N:8]([CH3:9])[C:7]1=[O:10] |f:2.3.4,^1:38,40,59,78|. Procedure: A mixture of 5-Bromo-1,3-dimethyl-1,3-dihydro-benzoimidazol-2-one (121 mg, 0.5 mmol), 3-pyridyl boronic acid (68 mg, 0.55 mmol), polymer-supported Pd(PPh3)4 (0.09 mmol/g, 278 mg, 0.025 mmol) and Na2CO3 (2 M in water, 0.55 mL, 1.1 mmol) in DME (3.3 mL) was heated to reflux for 1 hr. After filtration and concentration, the residue was purified by flash column (MeOH—CH2Cl2, v/v, 0-7.5%) and yielded the title compound (38 mg). MS (ESI) m/z 240.0 (M+H), retention time 1.00 min. 1H NMR (400 MHz, CD2Cl... Starting materials: O=C([O-])[O-], CN(C)P(=O)(N(C)C)N(C)C, ClCC1CO1, [K+], [K+], Oc1cc(-c2ccccc2)on1. Product: c1ccc(-c2cc(OCC3CO3)no2)cc1. Reaction SMILES: [C:1](=[O:2])([O-:3])[O-:4].[CH3:24][N:25]([CH3:26])[P:27](=[O:28])([N:29]([CH3:30])[CH3:31])[N:32]([CH3:33])[CH3:34].[Cl:7][CH2:8][CH:9]1[CH2:10][O:11]1.[K+:5].[K+:6].[OH:12][c:13]1[n:14][o:15][c:16](-[c:18]2[cH:19][cH:20][cH:21][cH:22][cH:23]2)[cH:17]1>>[CH2:8]([CH:9]1[CH2:10][O:11]1)[O:12][c:13]1[n:14][o:15][c:16](-[c:18]2[cH:19][cH:20][cH:21][cH:22][cH:23]2)[cH:17]1. Reaction SMILES: [NH2:39][c:40]1[n:41][o:42][cH:43][cH:44]1.[S:45]([Cl:46])([Cl:47])=[O:48].[c:1]1(-[c:33]2[cH:34][cH:35][cH:36][cH:37][cH:38]2)[cH:2][cH:3][c:4](-[c:7]2[n:8](-[c:26]3[cH:27][cH:28][c:29]([Cl:32])[cH:30][cH:31]3)[c:9](=[O:25])[c:10]3[n:11][cH:12][n:13](-[c:16]4[cH:17][c:18]([C:19](=[O:20])[OH:21])[cH:22][cH:23][cH:24]4)[c:14]3[n:15]2)[cH:5][cH:6]1>>[c:1]1(-[c:33]2[cH:34][cH:35][cH:36][cH:37][cH:38]2)[cH:2][cH:3][c:4](-[c:7]2[n:8](-[c:26]3[cH:27][cH:28][c:29]([Cl:32])[cH:30][cH:31]3)[c:9](=[O:25])[c:10]3[n:11][cH:12][n:13](-[c:16]4[cH:17][c:18]([C:19](=[O:20])[NH:39][c:40]5[n:41][o:42][cH:43][cH:44]5)[cH:22][cH:23][cH:24]4)[c:14]3[n:15]2)[cH:5][cH:6]1. Product: O=C(Nc1ccon1)c1cccc(-n2cnc3c(=O)n(-c4ccc(Cl)cc4)c(-c4ccc(-c5ccccc5)cc4)nc32)c1. The reactants are Nc1ccon1, O=S(Cl)Cl, O=C(O)c1cccc(-n2cnc3c(=O)n(-c4ccc(Cl)cc4)c(-c4ccc(-c5ccccc5)cc4)nc32)c1. Reactants: Cc1ccn(-c2ccc(F)cc2Br)c(=O)c1C#N, Cc1ccc(C#N)c(=O)n1-c1ccc(F)cc1Br, [Na+], [OH-], O, O=S(=O)(O)O. The product is Cc1ccc(C(=O)O)c(=O)n1-c1ccc(F)cc1Br. Reaction SMILES: [Br:19][c:20]1[cH:21][c:22]([F:23])[cH:24][cH:25][c:26]1-[n:27]1[cH:28][cH:29][c:30]([CH3:31])[c:32]([C:33]#[N:34])[c:35]1=[O:36].[Br:1][c:2]1[c:3](-[n:9]2[c:10](=[O:18])[c:11]([C:16]#[N:17])[cH:12][cH:13][c:14]2[CH3:15])[cH:4][cH:5][c:6]([F:8])[cH:7]1.[Na+:43].[OH-:42].[OH2:44].[S:37](=[O:38])(=[O:39])([OH:40])[OH:41]>>[Br:1][c:2]1[c:3](-[n:9]2[c:10](=[O:18])[c:11]([C:16]([OH:36])=[O:42])[cH:12][cH:13][c:14]2[CH3:15])[cH:4][cH:5][c:6]([F:8])[cH:7]1. Starting materials: C(#N)C(C(=O)NC1=CC=CC=C1)C(=O)C=1C2=C(N(N1)C1=CC=CC=C1)C1=CC=CC(=C1C2)CO (2-cyano-3-(1,4-dihydro-5-hydroxymethyl-1-phenyl-indeno [1,2-c]pyrazol-3-yl)-3-oxo-N-phenyl-propanamide), C1(CCC(=O)O1)=O (succinic anhydride). Solvent: N1=CC=CC=C1 (pyridine), ice water. Reaction conditions: temperature 45 celsius, time 20 hour. The product is C(=O)(O)CCC(=O)OCC1=C2CC3=C(N(N=C3C(C(C(=O)NC3=CC=CC=C3)C#N)=O)C3=CC=CC=C3)C2=CC=C1 (3-[5-(3-carboxy-propanoyloxymethyl) -1,4-dihydro-1-phenyl-indeno[1,2-c]pyrazol-3-yl]-2-cyano-3-oxo-N-phenyl-propanamide). Yield: 63.2%. Reaction SMILES: [C:1]([CH:3]([C:13]([C:15]1[C:16]2[CH2:32][C:31]3[C:26](=[CH:27][CH:28]=[CH:29][C:30]=3[CH2:33][OH:34])[C:17]=2[N:18]([C:20]2[CH:25]=[CH:24][CH:23]=[CH:22][CH:21]=2)[N:19]=1)=[O:14])[C:4]([NH:6][C:7]1[CH:12]=[CH:11][CH:10]=[CH:9][CH:8]=1)=[O:5])#[N:2].[C:35]1(=[O:41])[O:40][C:38](=[O:39])[CH2:37][CH2:36]1>N1C=CC=CC=1>[C:38]([CH2:37][CH2:36][C:35]([O:34][CH2:33][C:30]1[CH:29]=[CH:28][CH:27]=[C:26]2[C:31]=1[CH2:32][C:16]1[C:15]([C:13](=[O:14])[CH:3]([C:1]#[N:2])[C:4]([NH:6][C:7]3[CH:8]=[CH:9][CH:10]=[CH:11][CH:12]=3)=[O:5])=[N:19][N:18]([C:20]3[CH:21]=[CH:22][CH:23]=[CH:24][CH:25]=3)[C:17]=12)=[O:41])([OH:40])=[O:39]. Reported procedure: 2-cyano-3-(1,4-dihydro-5-hydroxymethyl-1-phenyl-indeno [1,2-c]pyrazol-3-yl)-3-oxo-N-phenyl-propanamide (1.1 g) is reacted with succinic anhydride (0.8 g) in anhydrous pyridine (40 ml) under stirring at 45° C. for 20 hours. After cooling the reaction mixture is diluted in ice water and the precipitate is filtered and washed with water. Crystallization from CH2Cl2 /isopropanol yields 0.85 g of 3-[5-(3-carboxy-propanoyloxymethyl) -1,4-dihydro-1-phenyl-indeno[1,2-c]pyrazol-3-yl]-2-cyano-3-oxo-N-phen...